Dataset: the Open Reaction Database (ORD), a public repository of structured organic reaction records. Task: describe an organic reaction: reactants, conditions, products, and yield Starting materials: OC=1C(C(=CC=C(C1)C(C)C)CO)=O (2-hydroxy-7-hydroxymethyl-4-isopropyl-2,4,6-cycloheptatrien-1-one), [H-].[Na+] (sodium hydride), C(C1=CC=CC=C1)Cl (benzyl chloride). Solvent: ClCCl (dichloromethane), CN(C=O)C (dimethylformamide). Conditions: temperature 80 celsius. The product is C(C1=CC=CC=C1)OC=1C(C(=CC=C(C1)C(C)C)CO)=O (2-benzyloxy-7-hydroxymethyl-4-isopropyl-2,4,6-cycloheptatrien-1-one). The yield is 43.3%. As a reaction SMILES: [OH:1][C:2]1[C:3](=[O:14])[C:4]([CH2:12][OH:13])=[CH:5][CH:6]=[C:7]([CH:9]([CH3:11])[CH3:10])[CH:8]=1.[H-].[Na+].[CH2:17](Cl)[C:18]1[CH:23]=[CH:22][CH:21]=[CH:20][CH:19]=1>CN(C)C=O.ClCCl>[CH2:17]([O:1][C:2]1[C:3](=[O:14])[C:4]([CH2:12][OH:13])=[CH:5][CH:6]=[C:7]([CH:9]([CH3:11])[CH3:10])[CH:8]=1)[C:18]1[CH:23]=[CH:22][CH:21]=[CH:20][CH:19]=1 |f:1.2|. Procedure: A solution of 2-hydroxy-7-hydroxymethyl-4-isopropyl-2,4,6-cycloheptatrien-1-one (1.15 g, 5.92 mmol) in dimethylformamide (5 ml) was stirred while 60% oily sodium hydride (260 mg, 6.50 mmol) was gradually added thereto. Subsequently, benzyl chloride (1 ml, 8.41 mmol) was added, then the reaction solution was heated at 80° C. for 4 hours. The reaction solution was diluted with dichloromethane, washed with water and dried over sodium sulfate. After solvent was distilled off under reduced pressure, ... Reaction SMILES: [CH2:42]([Cl:43])[Cl:44].[CH3:23][C:24]([Cl:25])=[O:26].[CH:32]([Cl:33])([Cl:34])[Cl:35].[NH2:1][c:2]1[n:3][c:4]([NH:16][CH:17]2[CH2:18][CH2:19][NH:20][CH2:21][CH2:22]2)[s:5][c:6]1[C:7](=[O:8])[c:9]1[cH:10][c:11]([F:15])[cH:12][cH:13][cH:14]1.[O:27]1[CH2:28][CH2:29][CH2:30][CH2:31]1.[cH:36]1[cH:37][cH:38][n:39][cH:40][cH:41]1>>[NH2:1][c:2]1[n:3][c:4]([NH:16][CH:17]2[CH2:18][CH2:19][N:20]([C:24]([CH3:23])=[O:26])[CH2:21][CH2:22]2)[s:5][c:6]1[C:7](=[O:8])[c:9]1[cH:10][c:11]([F:15])[cH:12][cH:13][cH:14]1. Yields the product CC(=O)N1CCC(Nc2nc(N)c(C(=O)c3cccc(F)c3)s2)CC1. Starting materials: ClCCl, CC(=O)Cl, ClC(Cl)Cl, Nc1nc(NC2CCNCC2)sc1C(=O)c1cccc(F)c1, C1CCOC1, c1ccncc1. The reactants are ClC(Cl)Cl, ClCCl, O=C1CCC(=O)N1Br, CC1(C)OC(c2ccc3nonc3c2)=CC1=O. The product is CC1(C)OC(c2ccc3nonc3c2)=C(Br)C1=O. As a reaction SMILES: [Cl:26][CH:27]([Cl:28])[Cl:29].[Cl:30][CH2:31][Cl:32].[O:18]=[C:19]1[N:20]([Br:25])[C:21](=[O:22])[CH2:23][CH2:24]1.[n:1]1[o:2][n:3][c:4]2[c:5]1[cH:6][cH:7][c:8]([C:10]1=[CH:11][C:12](=[O:17])[C:13]([CH3:15])([CH3:16])[O:14]1)[cH:9]2>>[n:1]1[o:2][n:3][c:4]2[c:5]1[cH:6][cH:7][c:8]([C:10]1=[C:11]([Br:25])[C:12](=[O:17])[C:13]([CH3:15])([CH3:16])[O:14]1)[cH:9]2. The reactants are C(\C=C/C(=O)O)(=O)O (maleic acid), C(C1=CC=CC=C1)N1CCC(CC1)CC(=O)C1=CC=C(C=C1)F (1-benzyl-4-(2-(4''-fluorophenyl)-2'-oxoethyl)piperidine). Run in CCOCC (ether), CCOCC (ether). The product is C(\C=C/C(=O)O)(=O)O.C(C1=CC=CC=C1)N1CCC(CC1)CC(=O)C1=CC=C(C=C1)F (1-Benzyl-4-(2'-(4''-Fluorophenyl)-2'-oxoethyl)piperidine, maleate salt). As a reaction SMILES: [C:1]([OH:8])(=[O:7])/[CH:2]=[CH:3]\[C:4]([OH:6])=[O:5].[CH2:9]([N:16]1[CH2:21][CH2:20][CH:19]([CH2:22][C:23]([C:25]2[CH:30]=[CH:29][C:28]([F:31])=[CH:27][CH:26]=2)=[O:24])[CH2:18][CH2:17]1)[C:10]1[CH:15]=[CH:14][CH:13]=[CH:12][CH:11]=1>CCOCC>[C:1]([OH:8])(=[O:7])/[CH:2]=[CH:3]\[C:4]([OH:6])=[O:5].[CH2:9]([N:16]1[CH2:17][CH2:18][CH:19]([CH2:22][C:23]([C:25]2[CH:30]=[CH:29][C:28]([F:31])=[CH:27][CH:26]=2)=[O:24])[CH2:20][CH2:21]1)[C:10]1[CH:11]=[CH:12][CH:13]=[CH:14][CH:15]=1 |f:3.4|. Reported procedure: A saturated solution of maleic acid in ether (20 mL) was added to a solution of 1-benzyl-4-(2-(4''-fluorophenyl)-2'-oxoethyl)piperidine (186 mg, 0.59 mmol) in ether (10 mL) with stirring. The white precipitate was filtered and washed with copious amounts of ether. Drying in vacuo afforded a white powder (284 mg):mp 106°-108° C.; 1H-NMR:12.2-12.0(m,1H), 8.0(dd,2H,J=8,6), 7.5-7.35(m,5H), 7.15(t,2H,J=8), 6.4(s,2H), 4.2(s,2H), 3.65-3.4(m,2H), 2.95(d,2H,J=6), 2.9-2.7(m,2H), 2.4-1.6(m,4H); Anal.:Calcd... Starting materials: CON(C(=O)C1=CC2=C(N=NN2C)C=C1)C (3-methyl-3H-benzotriazole-5-carboxylic acid methoxy-methyl-amide), O1CCCC1 (tetrahydrofuran), amide. Conditions: time 1 hour. Yields the product CN1N=NC2=C1C=C(C=C2)C(CC2=NC(=CC=C2)C)=O (1-(3-Methyl-3H-benzotriazol-5-yl)-2-(6-methyl-pyridin-2-yl)-ethanone). Yield: 53.0%. RXN SMILES: CON(C)[C:4]([C:6]1[CH:15]=[CH:14][C:9]2[N:10]=[N:11][N:12]([CH3:13])[C:8]=2[CH:7]=1)=[O:5].O1[CH2:21][CH2:20][CH2:19][CH2:18]1>>[CH3:13][N:12]1[C:8]2[CH:7]=[C:6]([C:4](=[O:5])[CH2:18][C:19]3[CH:20]=[CH:21][CH:8]=[C:9]([CH3:14])[N:10]=3)[CH:15]=[CH:14][C:9]=2[N:10]=[N:11]1. Reported procedure: −30° C. for 1 hour. In a separate flask, a solution of 3-methyl-3H-benzotriazole-5-carboxylic acid methoxy-methyl-amide (500 mg, 2.27 mmol) in 3 ml anhydrous tetrahydrofuran was cooled to −30° C. The cold anion solution was slowly added dropwise to the cold amide solution. Once the addition was complete, the reaction was allowed to slowly warm to room temperature over several hours and stirred overnight. The reaction was quenched with water and the solvent removed by rotary evaporation. The resi... The reactants are Cc1ccccc1B(O)O, COc1ccc(S(=O)(=O)[O-])c(OC)c1-c1ccccc1P(C1CCCCC1)C1CCCCC1, O=C(O)c1cc(Cl)ccc1O, [K+], [K+], [Na+], O=C([O-])[O-], CC(=O)[O-], CC(=O)[O-], O, [Pd+2]. Yields the product Cc1ccccc1-c1ccc(O)c(C(=O)O)c1. RXN SMILES: [CH3:12][c:13]1[c:14]([B:19]([OH:20])[OH:21])[cH:15][cH:16][cH:17][cH:18]1.[CH:28]1([P:29]([CH:30]2[CH2:31][CH2:32][CH2:33][CH2:34][CH2:35]2)[c:36]2[cH:37][cH:38][cH:39][cH:40][c:41]2-[c:42]2[c:43]([O:44][CH3:45])[cH:46][cH:47][c:48]([S:49]([O-:50])(=[O:51])=[O:52])[c:53]2[O:54][CH3:55])[CH2:56][CH2:57][CH2:58][CH2:59][CH2:60]1.[Cl:1][c:2]1[cH:3][cH:4][c:5]([OH:11])[c:6]([C:7](=[O:8])[OH:9])[cH:10]1.[K+:22].[K+:23].[Na+:61].[O-:24][C:25]([O-:26])=[O:27].[O-:64][C:65]([CH3:66])=[O:67].[O-:68][C:69]([CH3:70])=[O:71].[OH2:62].[Pd+2:63]>>[c:2]1(-[c:14]2[c:13]([CH3:12])[cH:18][cH:17][cH:16][cH:15]2)[cH:3][cH:4][c:5]([OH:11])[c:6]([C:7](=[O:8])[OH:9])[cH:10]1.